From a dataset of the Open Reaction Database (ORD), a public repository of structured organic reaction records. describe an organic reaction: reactants, conditions, products, and yield Starting materials: OCCCCCCCCCCCCNC(C1=CN=C(C=C1)N1CCN(CC1)C)=O (N-(12-hydroxy-1-dodecanyl)-6-(4-methyl-1-piperazinyl)nicotinamide), C(O)([O-])=O.[Na+] (sodium hydrogencarbonate), [N+](=O)(O)[O-] (nitric acid), C(C)(=O)OC(C)=O (acetic anhydride). Run in C(C)#N (acetonitrile). Conditions: time 6 hour. The product is O([N+](=O)[O-])CCCCCCCCCCCCNC(C1=CN=C(C=C1)N1CCN(CC1)C)=O (N-(12-nitroxy-1-dodecanyl)-6-(4-methyl-1-piperazinyl)nicotinamide). The yield is 69.0%. Reaction SMILES: [OH:1][CH2:2][CH2:3][CH2:4][CH2:5][CH2:6][CH2:7][CH2:8][CH2:9][CH2:10][CH2:11][CH2:12][CH2:13][NH:14][C:15](=[O:29])[C:16]1[CH:21]=[CH:20][C:19]([N:22]2[CH2:27][CH2:26][N:25]([CH3:28])[CH2:24][CH2:23]2)=[N:18][CH:17]=1.[N+:30]([O-])([OH:32])=[O:31].C(OC(=O)C)(=O)C.C(=O)([O-])O.[Na+]>C(#N)C>[O:1]([CH2:2][CH2:3][CH2:4][CH2:5][CH2:6][CH2:7][CH2:8][CH2:9][CH2:10][CH2:11][CH2:12][CH2:13][NH:14][C:15](=[O:29])[C:16]1[CH:21]=[CH:20][C:19]([N:22]2[CH2:23][CH2:24][N:25]([CH3:28])[CH2:26][CH2:27]2)=[N:18][CH:17]=1)[N+:30]([O-:32])=[O:31] |f:3.4|. Procedure details: 2.00 g of N-(12-hydroxy-1-dodecanyl)-6-(4-methyl-1-piperazinyl)nicotinamide were suspended in 40 ml of acetonitrile and to the suspension was added dropwise under ice-cooling a mixed solution of 0.8 ml of fuming nitric acid and 1.9 ml of acetic anhydride and stirred for 6 hrs. This reaction mixture was poured into an aqueous sodium hydrogencarbonate solution, extracted with methylene chloride, washed with water and a saturated sodium chloride solution, dried over anhydrous magnesium sulfate and ... Reactants: ice water, C(CC1=CC=CC=C1)SCC(=O)Cl (2-(Phenethylthio)acetyl chloride), [Cl-].[Al+3].[Cl-].[Cl-] (aluminum chloride). Solvent: C(Cl)Cl (CH2Cl2), C(Cl)Cl (CH2Cl2), C(Cl)Cl (CH2Cl2). Reaction conditions: time 30 minute. Product: C1(CSCCC2=C1C=CC=C2)=O (4,5-Dihydrobenzo[d]thiepin-1(2H)-one). As a reaction SMILES: [Cl-].[Al+3].[Cl-].[Cl-].[CH2:5]([S:13][CH2:14][C:15](Cl)=[O:16])[CH2:6][C:7]1[CH:12]=[CH:11][CH:10]=[CH:9][CH:8]=1>C(Cl)Cl>[C:15]1(=[O:16])[C:8]2[CH:9]=[CH:10][CH:11]=[CH:12][C:7]=2[CH2:6][CH2:5][S:13][CH2:14]1 |f:0.1.2.3|. Procedure details: A suspension of aluminum chloride (12.21 g, 92 mmol) in CH2Cl2 (200 mL) was treated dropwise with a solution of Example 107B (9.83 g, 45.8 mmol) in CH2Cl2 (100 mL) over 35 minutes, stirred at ambient temperature for 30 minutes, poured into a flask containing ice water (˜400 mL) and transferred to a separatory funnel using ˜50 mL CH2Cl2. The layers were separated and the aqueous was extracted with CH2Cl2 (100 mL). The combined CH2Cl2 layers were dried (MgSO4), filtered, concentrated and purified ... The reactants are [OH-].[Na+] (sodium hydroxide), [N+](=O)([O-])C1=C2C(C=3CCCCC3C(C2=CC=C1)=O)=O (5-nitrotetrahydroanthraquinone), C1(CCCCC1)O (cyclohexanol), [H][H] (hydrogen), [H][H] (hydrogen). The reagents and catalysts are [Ni] (Raney nickel). Reaction conditions: temperature 100 celsius, time 1 hour. Yields the product NC1=CC=CC=2C(C3=CC=CC=C3C(C12)=O)=O (1-aminoanthraquinone). Isolated yield 82.8%. Reaction SMILES: [OH-].[Na+].[N+:3]([C:6]1[CH:19]=[CH:18][CH:17]=[C:16]2[C:7]=1[C:8](=[O:21])[C:9]1[CH2:10][CH2:11][CH2:12][CH2:13][C:14]=1[C:15]2=[O:20])([O-])=O.C1(O)CCCCC1.[H][H]>[Ni]>[NH2:3][C:6]1[C:7]2[C:8](=[O:21])[C:9]3[C:14](=[CH:13][CH:12]=[CH:11][CH:10]=3)[C:15](=[O:20])[C:16]=2[CH:17]=[CH:18][CH:19]=1 |f:0.1|. Procedure details: 3 Grams of a Raney nickel catalyst and 100 grams of a 20% aqueous sodium hydroxide solution were added to a mixture of 128 grams of 5-nitrotetrahydroanthraquinone and 1,700 grams of cyclohexanol, into which was fed hydrogen while agitating at 100° C. for having hydrogen absorbed in the starting 5-nitro compound in an amount of 2 mols per mol of the 5-nitro compound. After completion of hydrogenation, the catalyst was separated by filtration and air was passed into the resultant filtrate at 30° C... Starting materials: ClCc1cscn1, Cl, CC(N)COc1cccc2ncnc(Nc3ccc(O)c(Cl)c3)c12. Yields the product CC(N)COc1cccc2ncnc(Nc3ccc(OCc4cscn4)c(Cl)c3)c12. Reaction SMILES: [Cl:26][CH2:27][c:28]1[n:29][cH:30][s:31][cH:32]1.[ClH:25].[NH2:1][CH:2]([CH2:3][O:4][c:5]1[c:6]2[c:7]([NH:15][c:16]3[cH:17][c:18]([Cl:23])[c:19]([OH:22])[cH:20][cH:21]3)[n:8][cH:9][n:10][c:11]2[cH:12][cH:13][cH:14]1)[CH3:24]>>[NH2:1][CH:2]([CH2:3][O:4][c:5]1[c:6]2[c:7]([NH:15][c:16]3[cH:17][c:18]([Cl:23])[c:19]([O:22][CH2:27][c:28]4[n:29][cH:30][s:31][cH:32]4)[cH:20][cH:21]3)[n:8][cH:9][n:10][c:11]2[cH:12][cH:13][cH:14]1)[CH3:24]. Product: O=C1CCc2cc(F)c(F)cc2N1CCCCl. As a reaction SMILES: [Cl:16][CH2:17][CH2:18][CH2:19][I:20].[F:1][c:2]1[cH:3][c:4]2[c:9]([cH:10][c:11]1[F:12])[NH:8][C:7](=[O:13])[CH2:6][CH2:5]2.[H-:15].[Na+:14].[O:21]=[CH:22][N:23]([CH3:24])[CH3:25]>>[F:1][c:2]1[cH:3][c:4]2[c:9]([cH:10][c:11]1[F:12])[N:8]([CH2:19][CH2:18][CH2:17][Cl:16])[C:7](=[O:13])[CH2:6][CH2:5]2. Starting materials: ClCCCI, O=C1CCc2cc(F)c(F)cc2N1, [H-], [Na+], CN(C)C=O. Reactants: CC(C)CSc1cc[nH]c(=O)c1, CC(C)(C)[O-], Cc1c(CCl)cccc1[N+](=O)[O-], [K+], CN(C)C=O. Yields the product Cc1c(Cn2ccc(SCC(C)C)cc2=O)cccc1[N+](=O)[O-]. As a reaction SMILES: [CH2:1]([CH:2]([CH3:3])[CH3:4])[S:5][c:6]1[cH:7][c:8](=[O:12])[nH:9][cH:10][cH:11]1.[CH3:13][C:14]([CH3:15])([O-:16])[CH3:17].[CH3:19][c:20]1[c:21]([CH2:22][Cl:23])[cH:24][cH:25][cH:26][c:27]1[N+:28](=[O:29])[O-:30].[K+:18].[O:31]=[CH:32][N:33]([CH3:34])[CH3:35]>>[CH2:1]([CH:2]([CH3:3])[CH3:4])[S:5][c:6]1[cH:7][c:8](=[O:12])[n:9]([CH2:22][c:21]2[c:20]([CH3:19])[c:27]([N+:28](=[O:29])[O-:30])[cH:26][cH:25][cH:24]2)[cH:10][cH:11]1.